Dataset: the Open Reaction Database (ORD), a public repository of structured organic reaction records. Task: describe an organic reaction: reactants, conditions, products, and yield Starting materials: Cl (hydrochloric acid), C(C)(C)NCCN (isopropylaminoethylamine), ClC=1C=C(C(CC2C(CCCC2)=O)=O)C=CC1Cl (2-(3,4-dichlorophenacyl)cyclohexanone), O (water). The solvent is C(C)(=O)O (acetic acid). Product: Cl.C(C)(C)NCCN1C(=CC=2CCCCC12)C1=CC(=C(C=C1)Cl)Cl (1-(2-isopropylaminoethyl)-2-(3,4-dichlorophenyl)-4,5,6,7-tetrahydroindole hydrochloride). Reaction SMILES: [CH:1]([NH:4][CH2:5][CH2:6][NH2:7])([CH3:3])[CH3:2].[Cl:8][C:9]1[CH:10]=[C:11]([CH:22]=[CH:23][C:24]=1[Cl:25])[C:12](=O)[CH2:13][CH:14]1[CH2:19][CH2:18][CH2:17][CH2:16][C:15]1=O.O.Cl>C(O)(=O)C>[ClH:8].[CH:1]([NH:4][CH2:5][CH2:6][N:7]1[C:15]2[CH2:16][CH2:17][CH2:18][CH2:19][C:14]=2[CH:13]=[C:12]1[C:11]1[CH:22]=[CH:23][C:24]([Cl:25])=[C:9]([Cl:8])[CH:10]=1)([CH3:3])[CH3:2] |f:5.6|. Reported procedure: 2.9 g (0.028 mole) of isopropylaminoethylamine are added dropwise to a stirred solution of 8.0 g (0.028 mole) of 2-(3,4-dichlorophenacyl)cyclohexanone in glacial acetic acid under nitrogen. After refluxing for 5 hours, ice and water are added and the pH of the aqueous solution is adjusted to 1 with dilute hydrochloric acid. The aqueous solution is washed with ether. The aqueous phase is made basic with sodium carbonate and extracted with ether. The ether solution is dried over sodium sulfate and... The reactants are CC(C)=O, Cc1ncn(-c2ccc(Nc3n[nH]c(C(CCCCCl)c4ccc(F)cc4)n3)cc2F)n1, [I-], [Na+]. Product: Cc1ncn(-c2ccc(Nc3nc4n(n3)CCCCC4c3ccc(F)cc3)cc2F)n1. Reaction SMILES: [CH3:35][C:36](=[O:37])[CH3:38].[Cl:1][CH2:2][CH2:3][CH2:4][CH2:5][CH:6]([c:7]1[cH:8][cH:9][c:10]([F:13])[cH:11][cH:12]1)[c:14]1[n:15][c:16]([NH:19][c:20]2[cH:21][c:22]([F:32])[c:23](-[n:26]3[n:27][c:28]([CH3:31])[n:29][cH:30]3)[cH:24][cH:25]2)[n:17][nH:18]1.[I-:34].[Na+:33]>>[CH2:2]1[CH2:3][CH2:4][CH2:5][CH:6]([c:7]2[cH:8][cH:9][c:10]([F:13])[cH:11][cH:12]2)[c:14]2[n:15][c:16]([NH:19][c:20]3[cH:21][c:22]([F:32])[c:23](-[n:26]4[n:27][c:28]([CH3:31])[n:29][cH:30]4)[cH:24][cH:25]3)[n:17][n:18]21. Isolated yield 78.0%. Yields the product C(C)(C)(C)OC(=O)NC(CC(=O)N(C)OC)C1=CC(=C(C=C1)OC)OCC (3-(tert-butyloxycarbonylamino)-3-(3-ethoxy-4-methoxyphenyl)-N-methoxy-N-methylpropanamide). RXN SMILES: C(N1C=CN=C1)(N1C=CN=C1)=O.[C:13]([O:17][C:18]([NH:20][CH:21]([C:26]1[CH:31]=[CH:30][C:29]([O:32][CH3:33])=[C:28]([O:34][CH2:35][CH3:36])[CH:27]=1)[CH2:22][C:23]([OH:25])=O)=[O:19])([CH3:16])([CH3:15])[CH3:14].Cl.[CH3:38][NH:39][O:40][CH3:41].CN1CCCCC1>C(Cl)Cl>[C:13]([O:17][C:18]([NH:20][CH:21]([C:26]1[CH:31]=[CH:30][C:29]([O:32][CH3:33])=[C:28]([O:34][CH2:35][CH3:36])[CH:27]=1)[CH2:22][C:23]([N:39]([O:40][CH3:41])[CH3:38])=[O:25])=[O:19])([CH3:14])([CH3:15])[CH3:16] |f:2.3|. Procedure details: A mixture of carbonyldiimidazole (0.96 g, 5.9 mmol), 3-(tert-butoxycarbonylamino)-3-(3-ethoxy-4-methoxyphenyl)propionic acid (2.0 g, 5.9 mmol) and methylene chloride (25 mL) was stirred at room temperature for 1 hr and then cooled to 5° C. A solution of N,O-dimethylhydroxyamine hydrochloride (0.86 g, 8.85 mmol) and 1-methylpiperidine (0.87 g, 8.85 mmol) in methylene chloride (10 mL) was added slowly. The mixture was stirred at room temperature for 1 hr and then quenched with water (20 mL). The o... Conditions: time 1 hour. Run in C(Cl)Cl (methylene chloride), C(Cl)Cl (methylene chloride). Reactants: C(=O)(N1C=NC=C1)N1C=NC=C1 (carbonyldiimidazole), C(C)(C)(C)OC(=O)NC(CC(=O)O)C1=CC(=C(C=C1)OC)OCC (3-(tert-butoxycarbonylamino)-3-(3-ethoxy-4-methoxyphenyl)propionic acid), Cl.CNOC (N,O-dimethylhydroxyamine hydrochloride), CN1CCCCC1 (1-methylpiperidine). The reactants are ClC=1C=[N+](C=C(C1C[C@H](O)C1=CC(=C(C=C1)OC(F)F)OCC1CC1)Cl)[O-] ((S)-3,5-dichloro-4-(2-(3-(cyclopropylmethoxy)-4-(difluoromethoxy)phenyl)-2-hydroxyethyl)pyridine 1-oxide), COC=1C=C(C=CC1OC)S(=O)(=O)OCC(=O)O (2-(3,4-dimethoxyphenyl-sulfonyloxy)acetic acid), C(CCl)Cl (EDC). The reagents and catalysts are CN(C)C=1C=CN=CC1 (DMAP). The solvent is C(Cl)Cl (DCM), Cl (HCl). Reaction conditions: time 1.5 hour. The product is ClC=1C=[N+](C=C(C1C[C@H](OC(COS(=O)(=O)C1=CC(=C(C=C1)OC)OC)=O)C1=CC(=C(C=C1)OC(F)F)OCC1CC1)Cl)[O-] ((S)-3,5-dichloro-4-(2-(3-(cyclopropylmethoxy)-4-(difluoromethoxy)phenyl)-2-(2-(3,4-dimethoxyphenylsulfonyloxy)acetoxy)-ethyl)pyridine 1-oxide). Isolated yield 62.0%. RXN SMILES: [Cl:1][C:2]1[CH:3]=[N+:4]([O-:27])[CH:5]=[C:6]([Cl:26])[C:7]=1[CH2:8][C@@H:9]([C:11]1[CH:16]=[CH:15][C:14]([O:17][CH:18]([F:20])[F:19])=[C:13]([O:21][CH2:22][CH:23]2[CH2:25][CH2:24]2)[CH:12]=1)[OH:10].[CH3:28][O:29][C:30]1[CH:31]=[C:32]([S:38]([O:41][CH2:42][C:43](O)=[O:44])(=[O:40])=[O:39])[CH:33]=[CH:34][C:35]=1[O:36][CH3:37].C(Cl)CCl>CN(C1C=CN=CC=1)C.C(Cl)Cl.Cl>[Cl:1][C:2]1[CH:3]=[N+:4]([O-:27])[CH:5]=[C:6]([Cl:26])[C:7]=1[CH2:8][C@@H:9]([C:11]1[CH:16]=[CH:15][C:14]([O:17][CH:18]([F:20])[F:19])=[C:13]([O:21][CH2:22][CH:23]2[CH2:25][CH2:24]2)[CH:12]=1)[O:10][C:43](=[O:44])[CH2:42][O:41][S:38]([C:32]1[CH:33]=[CH:34][C:35]([O:36][CH3:37])=[C:30]([O:29][CH3:28])[CH:31]=1)(=[O:40])=[O:39]. Procedure: (S)-3,5-dichloro-4-(2-(3-(cyclopropylmethoxy)-4-(difluoromethoxy)phenyl)-2-hydroxyethyl)pyridine 1-oxide (30 mg, 0.071 mmol), 2-(3,4-dimethoxyphenyl-sulfonyloxy)acetic acid (39.4 mg, 0.143 mmol), DMAP (8.72 mg, 0.071 mmol), and EDC (20.53 mg, 0.107 mmol) were dissolved in DCM (2 ml). The reaction was stirred at RT for 1.5 hours. The reaction mixture was diluted with HCl 1N and extracted with DCM. The organic phase was washed with HCl 1N, Na2CO3 sat and brine, dried over Na2SO4 and concentrated u... Reactants: ClC=1C(=NC=CN1)C(C1=CC=CC=C1)N (C-(3-chloropyrazin-2-yl)-C-phenylmethylamine), Cl (HCl). Solvent: O1CCOCC1 (1,4-dioxane). Conditions: time 5 minute. Product: Cl.ClC=1C(=NC=CN1)C(C1=CC=CC=C1)N (C-(3-Chloropyrazin-2-yl)-C-phenylmethylamine hydrochloride). As a reaction SMILES: [Cl:1][C:2]1[C:3]([CH:8]([NH2:15])[C:9]2[CH:14]=[CH:13][CH:12]=[CH:11][CH:10]=2)=[N:4][CH:5]=[CH:6][N:7]=1.Cl>O1CCOCC1>[ClH:1].[Cl:1][C:2]1[C:3]([CH:8]([NH2:15])[C:9]2[CH:14]=[CH:13][CH:12]=[CH:11][CH:10]=2)=[N:4][CH:5]=[CH:6][N:7]=1 |f:3.4|. Procedure: To a solution of C-(3-chloropyrazin-2-yl)-C-phenylmethylamine (1.582 g, 7.20 mmol) in 1,4-dioxane (≦5 mL), HCl (2 mL, 7.55 mmol, 4M soln. in 1,4-dioxane) was added and left for approx. 5 min. The reaction mixture was filtered and the solid was washed several times with 1,4-dioxane, yielding the title compound as a tan solid. Sample contains ≈0.1 eq. of 1,4-dioxane by 1H NMR; 1H NMR (d-MeOH, 400 MHz) δ 5.85 (s, 1H), 7.35 (s, 1H), 8.44 (d, J=2.4 Hz, 1H), 8.65 (d, J=2.4 Hz, 1H). Starting materials: CC1([C@@H]([C@@H]1\C=C/C(=O)OCC#C)C(=O)OC(C)(C)C)C (tert.-butyl (1R,cis) 2,2-dimethyl-3-[Z-2-(propargyloxy-carbonyl)-ethenyl]-cyclopropane-carboxylate), C1(=CC=C(C=C1)S(=O)(=O)O)C (p-toluene sulfonic acid). Solvent: C1(=CC=CC=C1)C (toluene). Reaction conditions: temperature 0 celsius, time 30 minute. The product is CC1([C@@H]([C@@H]1\C=C/C(=O)OCC#C)C(=O)O)C ((1R,cis) 2,2-dimethyl-3-[Z-2-(propargyloxycarbonyl)-ethenyl]-cyclopropane-carboxylic acid). Yield: 99.6%. As a reaction SMILES: [CH3:1][C:2]1([CH3:20])[C@@H:4](/[CH:5]=[CH:6]\[C:7]([O:9][CH2:10][C:11]#[CH:12])=[O:8])[C@H:3]1[C:13]([O:15]C(C)(C)C)=[O:14].C1(C)C=CC(S(O)(=O)=O)=CC=1>C1(C)C=CC=CC=1>[CH3:1][C:2]1([CH3:20])[C@@H:4](/[CH:5]=[CH:6]\[C:7]([O:9][CH2:10][C:11]#[CH:12])=[O:8])[C@H:3]1[C:13]([OH:15])=[O:14]. Procedure details: A mixture of 2.0 g of the product of Step A, 0.2 g of p-toluene sulfonic acid and 20 ml of anhydrous toluene was refluxed for 10 minutes and was cooled to 0° C. and stirred for 30 minutes. The mixture was filtered and the filtrate was evaporated to dryness under reduced pressure to obtain 1.59 g of (1R,cis) 2,2-dimethyl-3-[Z-2-(propargyloxycarbonyl)-ethenyl]-cyclopropane-carboxylic acid which was used as is for the next step. Reactants: ice water, ClC1=CC=C(C=C1)I (1-chloro-4-iodobenzene), Cl (hydrochloric acid), C(C#C)O (propargyl alcohol), N12CCCCCC2=NCCC1 (1,8-diazabicyclo[5.4.0]undec-7-ene). The reagents and catalysts are [Cu]I (copper(I) iodide), C=1C=CC(=CC1)[P](C=2C=CC=CC2)(C=3C=CC=CC3)[Pd]([P](C=4C=CC=CC4)(C=5C=CC=CC5)C=6C=CC=CC6)([P](C=7C=CC=CC7)(C=8C=CC=CC8)C=9C=CC=CC9)[P](C=1C=CC=CC1)(C=1C=CC=CC1)C=1C=CC=CC1 (tetrakis(triphenylphosphine)palladium). Solvent: O (water), O1CCCC1 (tetrahydrofuran). Yields the product ClC1=CC=C(C=C1)C#CCO (3-(4-chlorophenyl)prop-2-yn-1-ol). RXN SMILES: [Cl:1][C:2]1[CH:7]=[CH:6][C:5](I)=[CH:4][CH:3]=1.N12CCCN=C1CCCCC2.[CH2:20]([OH:23])[C:21]#[CH:22].Cl>O1CCCC1.[Cu]I.C1C=CC([P]([Pd]([P](C2C=CC=CC=2)(C2C=CC=CC=2)C2C=CC=CC=2)([P](C2C=CC=CC=2)(C2C=CC=CC=2)C2C=CC=CC=2)[P](C2C=CC=CC=2)(C2C=CC=CC=2)C2C=CC=CC=2)(C2C=CC=CC=2)C2C=CC=CC=2)=CC=1.O>[Cl:1][C:2]1[CH:7]=[CH:6][C:5]([C:22]#[C:21][CH2:20][OH:23])=[CH:4][CH:3]=1 |^1:35,37,56,75|. Reported procedure: A solution of 1-chloro-4-iodobenzene (23.9 g, 100.0 mmol) in dry tetrahydrofuran (100 mL) was degassed and copper(I) iodide (570 mg, 3.0 mmol), tetrakis(triphenylphosphine)palladium (3.4 g, 3.0 mmol) and 1,8-diazabicyclo[5.4.0]undec-7-ene (18.2 g, 120.0 mmol) were added. The reaction solution was degassed again and propargyl alcohol (6.7 g, 120.0 mmol) was added under inert atmosphere at ambient temperature. The reaction mixture was stirred (initially under cooling with ice water) for 24 h, then...